This data is from the Open Reaction Database (ORD), a public repository of structured organic reaction records. The task is: describe an organic reaction: reactants, conditions, products, and yield Reactants: C(C)(C)(C)OC(=O)NCCCN(CCCCCCCCN(CCCNC(=O)OC(C)(C)C)C(=O)OC(C)(C)C)C(=O)OC(C)(C)C (1,5,14,18-Tetra(t-butoxycarbonyl)-1,5,14,18-tetraazaoctadecane), ICCCC (1-iodobutane). The solvent is CN(C)C=O (DMF). Run at time 18 hour. Yields the product C(CCC)N(CCCN(CCCCCCCCN(CCCN(C(=O)OC(C)(C)C)CCCC)C(=O)OC(C)(C)C)C(=O)OC(C)(C)C)C(=O)OC(C)(C)C (1,18-Bis-(butyl)-1,5,14,18-tetra(t-butoxycarbonyl)-1,5,14,18-tetraazaoctadecane). Isolated yield 64.6%. As a reaction SMILES: [C:1]([O:5][C:6]([NH:8][CH2:9][CH2:10][CH2:11][N:12]([C:40]([O:42][C:43]([CH3:46])([CH3:45])[CH3:44])=[O:41])[CH2:13][CH2:14][CH2:15][CH2:16][CH2:17][CH2:18][CH2:19][CH2:20][N:21]([C:33]([O:35][C:36]([CH3:39])([CH3:38])[CH3:37])=[O:34])[CH2:22][CH2:23][CH2:24][NH:25][C:26]([O:28][C:29]([CH3:32])([CH3:31])[CH3:30])=[O:27])=[O:7])([CH3:4])([CH3:3])[CH3:2].I[CH2:48][CH2:49][CH2:50][CH3:51]>CN(C=O)C>[CH2:48]([N:25]([C:26]([O:28][C:29]([CH3:30])([CH3:31])[CH3:32])=[O:27])[CH2:24][CH2:23][CH2:22][N:21]([C:33]([O:35][C:36]([CH3:39])([CH3:38])[CH3:37])=[O:34])[CH2:20][CH2:19][CH2:18][CH2:17][CH2:16][CH2:15][CH2:14][CH2:13][N:12]([C:40]([O:42][C:43]([CH3:46])([CH3:45])[CH3:44])=[O:41])[CH2:11][CH2:10][CH2:9][N:8]([CH2:13][CH2:14][CH2:15][CH3:16])[C:6]([O:5][C:1]([CH3:2])([CH3:3])[CH3:4])=[O:7])[CH2:49][CH2:50][CH3:51]. Procedure: Combine 3.5 gm (0.0053 mol) of the product of Step C of Example 1, 2.7 gm (0.024 mol) of KtBuO, 2.57 ml (0.024 mol) of 1-iodobutane in 10 ml of DMF and allow the mixture to stir for 18 hours. Evaporate the volatiles (0.5 mm at 45° C.), dissolve the residue in 500 ml of EtOAc, water-wash (2× with 100 ml) the organic layer and dry the organic layer over MgSO4. Evaporate off the solvents and subject the residue to flash chromatography (silica gel eluted with 20% EtOAc/hexane to yield 1.32 gm of the...